From a dataset of the Open Reaction Database (ORD), a public repository of structured organic reaction records. describe an organic reaction: reactants, conditions, products, and yield Reactants: [Br-], C1CCOC1, C[Mg+], Nc1c(F)cc(C=O)c(F)c1Br. The product is CC(O)c1cc(F)c(N)c(Br)c1F. Reaction SMILES: [Br-:13].[CH2:16]1[O:17][CH2:18][CH2:19][CH2:20]1.[CH3:14][Mg+:15].[NH2:1][c:2]1[c:3]([Br:12])[c:4]([F:11])[c:5]([CH:6]=[O:7])[cH:8][c:9]1[F:10]>>[NH2:1][c:2]1[c:3]([Br:12])[c:4]([F:11])[c:5]([CH:6]([OH:7])[CH3:14])[cH:8][c:9]1[F:10]. Starting materials: NCCCN1CCOCC1 (N-(3-aminopropyl)morpholine), CS(=O)(=O)OCCCN1C2=NC(=NC(=C2N=C1OC)N)OCCCC (3-(6-amino-2-butoxy-8-methoxy-9H-purin-9-yl)propyl methanesulfonate), [Cl-].[Na+].O (brine). Reaction conditions: temperature 28 celsius, time 10 hour. The product is Cl.Cl.Cl.NC1=C2NC(N(C2=NC(=N1)OCCCC)CCCNCCCN1CCOCC1)=O (6-Amino-2-butoxy-9-{3-[(3-morpholin-4-ylpropyl)amino]propyl}-7,9-dihydro-8H-purine-8-one trihydrochloride). Reaction SMILES: [NH2:1][CH2:2][CH2:3][CH2:4][N:5]1[CH2:10][CH2:9][O:8][CH2:7][CH2:6]1.CS(O[CH2:16][CH2:17][CH2:18][N:19]1[C:27]([O:28]C)=[N:26][C:25]2[C:20]1=[N:21][C:22]([O:31][CH2:32][CH2:33][CH2:34][CH3:35])=[N:23][C:24]=2[NH2:30])(=O)=O.[Cl-:36].[Na+].O>>[ClH:36].[ClH:36].[ClH:36].[NH2:30][C:24]1[N:23]=[C:22]([O:31][CH2:32][CH2:33][CH2:34][CH3:35])[N:21]=[C:20]2[C:25]=1[NH:26][C:27](=[O:28])[N:19]2[CH2:18][CH2:17][CH2:16][NH:1][CH2:2][CH2:3][CH2:4][N:5]1[CH2:10][CH2:9][O:8][CH2:7][CH2:6]1 |f:2.3.4,5.6.7.8|. Reported procedure: To N-(3-aminopropyl)morpholine (86.90 g, 602.52 mmol) which was cooled to 3° C. was in several times added 3-(6-amino-2-butoxy-8-methoxy-9H-purin-9-yl)propyl methanesulfonate (amount corresponding to dried weight 15.00 g (40.17 mmol)) not to exceed to 20° C. After stirring at 28° C. for 10 hours, thereto was added 15% brine (160.00 g), and the mixture was extracted with a mixture of toluene (194.08 g) and THF (199.8 g). After removal of the organic solvent, concentrated hydrochloric acid (41.84 ... Reactants: CC(C)(C)OC(=O)N1CCC(O)(c2ccc(C3(C(=O)O)CC3)cc2)CC1, CC(C)(C)OC(=O)OC(=O)OC(C)(C)C, CCOC(C)=O, CCN(C(C)C)C(C)C, C1CCOC1, O=C(O)C(F)(F)F. Product: CC(C)(C)OC(=O)N1CC=C(c2ccc(C3(C(=O)O)CC3)cc2)CC1. As a reaction SMILES: [C:1]([CH3:2])([CH3:3])([CH3:4])[O:5][C:6](=[O:7])[N:8]1[CH2:9][CH2:10][C:11]([OH:14])([c:15]2[cH:16][cH:17][c:18]([C:21]3([C:24](=[O:25])[OH:26])[CH2:22][CH2:23]3)[cH:19][cH:20]2)[CH2:12][CH2:13]1.[C:39]([O:40][C:41]([O:42][C:43]([O:44][C:45]([CH3:46])([CH3:47])[CH3:48])=[O:49])=[O:50])([CH3:51])([CH3:52])[CH3:53].[CH3:63][CH2:64][O:65][C:66]([CH3:67])=[O:68].[CH:54]([N:55]([CH2:56][CH3:57])[CH:58]([CH3:59])[CH3:60])([CH3:61])[CH3:62].[O:34]1[CH2:35][CH2:36][CH2:37][CH2:38]1.[OH:27][C:28]([C:29]([F:30])([F:31])[F:32])=[O:33]>>[C:1]([CH3:2])([CH3:3])([CH3:4])[O:5][C:6](=[O:7])[N:8]1[CH2:9][CH:10]=[C:11]([c:15]2[cH:16][cH:17][c:18]([C:21]3([C:24](=[O:25])[OH:26])[CH2:22][CH2:23]3)[cH:19][cH:20]2)[CH2:12][CH2:13]1.